From a dataset of the Open Reaction Database (ORD), a public repository of structured organic reaction records. describe an organic reaction: reactants, conditions, products, and yield Reactants: N#CCC(=O)O, ClP(Cl)(Cl)(Cl)Cl, ClCCl, Nc1ccc(C(F)(F)F)cc1, [Na+], [Na+], O=C([O-])[O-], O. Product: N#CCC(=O)Nc1ccc(C(F)(F)F)cc1. Reaction SMILES: [C:7](#[N:8])[CH2:9][C:10](=[O:11])[OH:12].[Cl:1][P:2]([Cl:3])([Cl:4])([Cl:5])[Cl:6].[Cl:30][CH2:31][Cl:32].[F:13][C:14]([c:15]1[cH:16][cH:17][c:18]([NH2:19])[cH:20][cH:21]1)([F:22])[F:23].[Na+:24].[Na+:25].[O-:26][C:27](=[O:28])[O-:29].[OH2:33]>>[C:7](#[N:8])[CH2:9][C:10](=[O:12])[NH:19][c:18]1[cH:17][cH:16][c:15]([C:14]([F:13])([F:22])[F:23])[cH:21][cH:20]1.